Dataset: the Open Reaction Database (ORD), a public repository of structured organic reaction records. Task: describe an organic reaction: reactants, conditions, products, and yield Starting materials: C(C)N1N=C(C=C1)NC(C1=CC(=CC(=C1)OC1=CC2=C(C(N(CCO2)C)=O)C=C1)O[C@H](COC)C)=O (N-(1-ethyl-1H-pyrazol-3-yl)-3-{[(1S)-1-methyl-2-(methyloxy)ethyl]oxy}-5-[(4-methyl-5-oxo-2,3,4,5-tetrahydro-1,4-benzoxazepin-8-yl)oxy]benzamide), C[Si](C)(C)I (trimethylsilyl iodide), S(=S)(=O)([O-])[O-].[Na+].[Na+] (sodium thiosulphate). Solvent: C(C)#N (acetonitrile). Run at time 2.5 hour. Yields the product C(C)N1N=C(C=C1)NC(C1=CC(=CC(=C1)OC1=CC2=C(C(N(CCO2)C)=O)C=C1)O[C@H](CO)C)=O (N-(1-Ethyl-1H-pyrazol-3-yl)-3-{[(1S)-2-hydroxy-1-methylethyl]oxy}-5-[(4-methyl-5-oxo-2,3,4,5-tetrahydro-1,4-benzoxazepin-8-yl)oxy]benzamide). Isolated yield 41.6%. Reaction SMILES: [CH2:1]([N:3]1[CH:7]=[CH:6][C:5]([NH:8][C:9](=[O:36])[C:10]2[CH:15]=[C:14]([O:16][C:17]3[CH:29]=[CH:28][C:20]4[C:21](=[O:27])[N:22]([CH3:26])[CH2:23][CH2:24][O:25][C:19]=4[CH:18]=3)[CH:13]=[C:12]([O:30][C@@H:31]([CH3:35])[CH2:32][O:33]C)[CH:11]=2)=[N:4]1)[CH3:2].C[Si](I)(C)C.S([O-])([O-])(=O)=S.[Na+].[Na+]>C(#N)C>[CH2:1]([N:3]1[CH:7]=[CH:6][C:5]([NH:8][C:9](=[O:36])[C:10]2[CH:15]=[C:14]([O:16][C:17]3[CH:29]=[CH:28][C:20]4[C:21](=[O:27])[N:22]([CH3:26])[CH2:23][CH2:24][O:25][C:19]=4[CH:18]=3)[CH:13]=[C:12]([O:30][C@@H:31]([CH3:35])[CH2:32][OH:33])[CH:11]=2)=[N:4]1)[CH3:2] |f:2.3.4|. Reported procedure: A solution of N-(1-ethyl-1H-pyrazol-3-yl)-3-{[(1S)-1-methyl-2-(methyloxy)ethyl]oxy}-5-[(4-methyl-5-oxo-2,3,4,5-tetrahydro-1,4-benzoxazepin-8-yl)oxy]benzamide (125 mg, 0.25 mmol) in acetonitrile (5 mL) was treated with trimethylsilyl iodide (0.178 mL) drop wise and stirred at RT under argon for 2.5 hours. Aqueous sodium thiosulphate solution (30 mL) was added to quench the reaction and the mixture was extracted with ethyl acetate (3×30 mL). The combined organic extracts were dried (MgSO4), filter... The reactants are Cl.N1CCSCC1 (thiamorpholine hydrochloride), C(C)N1CCOCC1 (N-ethylmorpholine), intermediate ( IV ), amide, B (borane), C(C(=O)Cl)(=O)Cl (Oxalyl chloride), COC=1C=C2C=CC(=CC2=CC1)C(C(=O)O)C (2-(6-methoxynaphth-2-yl)-propionic acid). Solvent: C(Cl)Cl (methylene chloride), O (Water), O1CCCC1 (tetrahydrofuran), O1CCCC1 (tetrahydrofuran), C1=CC=CC=C1 (benzene). Conditions: temperature 0 celsius, time 8 hour. Yields the product N1(CCSCC1)CC(C)C1=CC2=CC=C(C=C2C=C1)OC (2-[2-(Thiamorpholin-4-yl)-1-methylethyl]-6-methoxynaphthalene). Reaction SMILES: C(Cl)(=O)C(Cl)=O.[CH3:7][O:8][C:9]1[CH:10]=[C:11]2[C:16](=[CH:17][CH:18]=1)[CH:15]=[C:14]([CH:19]([CH3:23])[C:20](O)=O)[CH:13]=[CH:12]2.Cl.[NH:25]1[CH2:30][CH2:29][S:28][CH2:27][CH2:26]1.C(N1CCOCC1)C.B>C1C=CC=CC=1.C(Cl)Cl.O1CCCC1.O>[N:25]1([CH2:20][CH:19]([C:14]2[CH:13]=[CH:12][C:11]3[C:16](=[CH:17][CH:18]=[C:9]([O:8][CH3:7])[CH:10]=3)[CH:15]=2)[CH3:23])[CH2:30][CH2:29][S:28][CH2:27][CH2:26]1 |f:2.3|. Reported procedure: Oxalyl chloride (10 ml) is added dropwise to a suspension of 2-(6-methoxynaphth-2-yl)-propionic acid (17.4 g, 75.6 mmols) in benzene (200 ml). After refluxing for 2 hours, the benzene is evaporated off under reduced pressure and the residue is taken up in alcohol-free methylene chloride (100 ml). This solution is added dropwise, in the course of 30 minutes, to a cooled suspension (0° C.) of thiamorpholine hydrochloride (11.6 g, 83.16 mmols) and N-ethylmorpholine (19.12 g, 166 mmols) in methylene...